This data is from the Open Reaction Database (ORD), a public repository of structured organic reaction records. The task is: describe an organic reaction: reactants, conditions, products, and yield Starting materials: CC(C)(C)OC(=O)c1c(OCc2ccccc2)sc2c1C(N=C=O)C(CN1C(=O)c3ccccc3C1=O)N(C(=O)OC(C)(C)C)C2, CCOC(C)=O, Cl. Yields the product CC(C)(C)OC(=O)c1c(OCc2ccccc2)sc2c1C(N=C=O)C(CN1C(=O)c3ccccc3C1=O)NC2, Cl. Reaction SMILES: [C:2]([CH3:3])([CH3:4])([CH3:5])[O:6][C:7](=[O:8])[c:9]1[c:10]([O:40][CH2:41][c:42]2[cH:43][cH:44][cH:45][cH:46][cH:47]2)[s:11][c:12]2[c:17]1[CH:16]([N:18]=[C:19]=[O:20])[CH:15]([CH2:21][N:22]1[C:23](=[O:32])[c:24]3[cH:25][cH:26][cH:27][cH:28][c:29]3[C:30]1=[O:31])[N:14]([C:33]([O:34][C:35]([CH3:36])([CH3:37])[CH3:38])=[O:39])[CH2:13]2.[CH3:48][CH2:49][O:50][C:51](=[O:52])[CH3:53].[ClH:1]>>[C:2]([CH3:3])([CH3:4])([CH3:5])[O:6][C:7](=[O:8])[c:9]1[c:10]([O:40][CH2:41][c:42]2[cH:43][cH:44][cH:45][cH:46][cH:47]2)[s:11][c:12]2[c:17]1[CH:16]([N:18]=[C:19]=[O:20])[CH:15]([CH2:21][N:22]1[C:23](=[O:32])[c:24]3[cH:25][cH:26][cH:27][cH:28][c:29]3[C:30]1=[O:31])[NH:14][CH2:13]2.[ClH:1]. The reactants are C=1C=CN2C1C(NC1=C(C2)C=CC=C1)=O (5,10-dihydro-11H-pyrrolo[2,1-c]-[1,4]benzodiazepin-11-one), P(Cl)(Cl)(Cl)(Cl)Cl (phosphorus pentachloride), C1(=CC=CC=C1)C (toluene). The reagents and catalysts are CN(C=O)C (N,N-dimethylformamide). The product is CN1CCN(CC1)C1=NC2=C(CN3C1=CC=C3)C=CC=C2 (11-(4-Methyl-1-piperazinyl)-5H-pyrrolo-[2,1-c][1,4]benzodiazepine). RXN SMILES: [CH:1]1[CH:2]=[CH:3][N:4]2[CH2:10][C:9]3[CH:11]=[CH:12][CH:13]=[CH:14][C:8]=3[NH:7][C:6](=O)[C:5]=12.P(Cl)(Cl)(Cl)(Cl)Cl.[C:22]1([CH3:28])C=CC=CC=1>CN(C)C=O>[CH3:3][N:4]1[CH2:28][CH2:22][N:7]([C:6]2[C:5]3=[CH:1][CH:2]=[CH:3][N:4]3[CH2:10][C:9]3[CH:11]=[CH:12][CH:13]=[CH:14][C:8]=3[N:7]=2)[CH2:6][CH2:5]1. Reported procedure: A mixture of 2 g. of 5,10-dihydro-11H-pyrrolo[2,1-c]-[1,4]benzodiazepin-11-one (Example 1), 2 g. of phosphorus pentachloride and two drops of N,N-dimethylformamide in 50 ml. of toluene is heated on the steam bath for several hours. The solvent is removed by distillation, 25 ml. of chloroform is added and the mixture evaporated again. The residue is dissolved in 25 ml. of chloroform and this solution slowly added to 10 ml. of N-methylpiperazine in 40 ml. of toluene. This mixture is heated for sev... Starting materials: CS, CCO, O=C1CCCCC1Cl, [Na], O. Yields the product CSC1(Cl)CCCCC1=O. As a reaction SMILES: [CH3:10][SH:11].[CH3:13][CH2:14][OH:15].[Cl:1][CH:2]1[C:3](=[O:8])[CH2:4][CH2:5][CH2:6][CH2:7]1.[Na:9].[OH2:12]>>[Cl:1][C:2]1([S:11][CH3:10])[C:3](=[O:8])[CH2:4][CH2:5][CH2:6][CH2:7]1. Reactants: [OH-].[Na+] (sodium hydroxide), C(CCC)C1=CC=C(C=C1)C#CC1=CC=C(CN(C=2C=CC(=C(C(=O)OC)C2)F)CCC(C)(C)C)C=C1 (Methyl 5-[{4-[(4-butylphenyl)ethynyl]benzyl}(3,3-dimethylbutyl)amino]-2-fluorobenzoate), CCOC(=O)C (EtOAc). The solvent is CCO (EtOH). Reaction conditions: temperature 65 celsius. Product: C(CCC)C1=CC=C(C=C1)C#CC1=CC=C(CN(C=2C=CC(=C(C(=O)O)C2)F)CCC(C)(C)C)C=C1 (5-{[4-[(4-butylphenyl)ethynyl]benzyl}(3,3-dimethylbutyl)amino]-2-fluorobenzoic acid). The yield is 85.8%. RXN SMILES: [CH2:1]([C:5]1[CH:10]=[CH:9][C:8]([C:11]#[C:12][C:13]2[CH:37]=[CH:36][C:16]([CH2:17][N:18]([CH2:30][CH2:31][C:32]([CH3:35])([CH3:34])[CH3:33])[C:19]3[CH:20]=[CH:21][C:22]([F:29])=[C:23]([CH:28]=3)[C:24]([O:26]C)=[O:25])=[CH:15][CH:14]=2)=[CH:7][CH:6]=1)[CH2:2][CH2:3][CH3:4].[OH-].[Na+].CCOC(C)=O>CCO>[CH2:1]([C:5]1[CH:6]=[CH:7][C:8]([C:11]#[C:12][C:13]2[CH:37]=[CH:36][C:16]([CH2:17][N:18]([CH2:30][CH2:31][C:32]([CH3:35])([CH3:34])[CH3:33])[C:19]3[CH:20]=[CH:21][C:22]([F:29])=[C:23]([CH:28]=3)[C:24]([OH:26])=[O:25])=[CH:15][CH:14]=2)=[CH:9][CH:10]=1)[CH2:2][CH2:3][CH3:4] |f:1.2|. Reported procedure: Methyl 5-[{4-[(4-butylphenyl)ethynyl]benzyl}(3,3-dimethylbutyl)amino]-2-fluorobenzoate (541 mg; 1.08 mmol) was dissolved in 10 mL of EtOH and sodium hydroxide (649.63 μl; 5.00 M, 3.25 mmol) was added. The reaction mixture was stirred at 65° C. for 2h30. The reaction mixture was allowed to cool down and EtOAc (50 mL) was added. The organic layer was washed three times with HCl (1M), dried over MgSO4, filtered and concentrated under reduced pressure to afford 450 mg (86%) of the title compound as ... Reactants: C(C)OC(C(C(C=C)(C)O)NC=O)=O (2-formylamino-3-hydroxy-3 methyl-4-pentenoic acid ethyl ester), S(=O)(Br)Br (thionyl bromide), P(OCC)(OCC)OCC (triethyl phosphite). Yields the product C(C)OC(C(\C(=C\CP(=O)(OCC)OCC)\C)NC=O)=O (E-2-formylamino-3-methyl-5-diethylphosphono-3-pentenoic acid ethyl ester). Reaction SMILES: [CH2:1]([O:3][C:4](=[O:14])[CH:5]([NH:11][CH:12]=[O:13])[C:6](O)([CH3:9])[CH:7]=[CH2:8])[CH3:2].S(Br)(Br)=O.[P:19]([O:26]CC)([O:23][CH2:24][CH3:25])[O:20][CH2:21][CH3:22]>>[CH2:1]([O:3][C:4](=[O:14])[CH:5]([NH:11][CH:12]=[O:13])/[C:6](/[CH3:9])=[CH:7]/[CH2:8][P:19]([O:23][CH2:24][CH3:25])([O:20][CH2:21][CH3:22])=[O:26])[CH3:2]. Procedure: The starting material is manufactured as follows: 5-Methyl-5-vinyl-2-oxazoline-4-carboxylic acid ethyl ester, b.p. 65°-75° (13 Pa) is obtained by reaction of isocyanoacetic acid ethyl ester with methyl vinyl ketone in a manner analogous to that described in Example 30. By hydrolysis of the 5-methyl-5-vinyl-2-oxazoline-4-carboxylic acid ethyl ester in a manner analogous to that described in Example 1, 2-formylamino-3-hydroxy-3-methyl-4-pentenoic acid ethyl ester is obtained. Reaction of the 2-for... Starting materials: CN1C(=NC(=CC1=O)N1CCOCC1)CC(=O)[O-].[Na+] (sodium [1-methyl-4-(morpholin-4-yl)-6-oxo-1,6-dihydropyrimidin-2-yl]acetate), FC1=CC=C2CCNC2=C1 (6-fluoroindoline), Cl.CN(CCCN=C=NCC)C (N-[3-(dimethylamino)propyl]-N′-ethylcarbodiimide hydrochloride). Solvent: N1=CC=CC=C1 (pyridine), CN(C=O)C (N,N-dimethylformamide). The product is FC1=CC=C2CCN(C2=C1)C(CC1=NC(=CC(N1C)=O)N1CCOCC1)=O (2-[2-(6-fluoro-2,3-dihydro-1H-indol-1-yl)-2-oxoethyl]-3-methyl-6-(morpholin-4-yl)pyrimidin-4(3H)-one). The yield is 37.6%. Reaction SMILES: [CH3:1][N:2]1[C:7](=[O:8])[CH:6]=[C:5]([N:9]2[CH2:14][CH2:13][O:12][CH2:11][CH2:10]2)[N:4]=[C:3]1[CH2:15][C:16]([O-:18])=O.[Na+].[F:20][C:21]1[CH:29]=[C:28]2[C:24]([CH2:25][CH2:26][NH:27]2)=[CH:23][CH:22]=1.Cl.CN(C)CCCN=C=NCC>N1C=CC=CC=1.CN(C)C=O>[F:20][C:21]1[CH:29]=[C:28]2[C:24]([CH2:25][CH2:26][N:27]2[C:16](=[O:18])[CH2:15][C:3]2[N:2]([CH3:1])[C:7](=[O:8])[CH:6]=[C:5]([N:9]3[CH2:10][CH2:11][O:12][CH2:13][CH2:14]3)[N:4]=2)=[CH:23][CH:22]=1 |f:0.1,3.4|. Procedure: The product is prepared according to the procedure described in example 68, using 275 mg of sodium [1-methyl-4-(morpholin-4-yl)-6-oxo-1,6-dihydropyrimidin-2-yl]acetate, 205 mg of 6-fluoroindoline and 254 mg of N-[3-(dimethylamino)propyl]-N′-ethylcarbodiimide hydrochloride in a mixture of 161 μl of pyridine and 4.0 ml of N,N-dimethylformamide. 140 mg of 2-[2-(6-fluoro-2,3-dihydro-1H-indol-1-yl)-2-oxoethyl]-3-methyl-6-(morpholin-4-yl)pyrimidin-4(3H)-one are obtained in the form of a very pale pink... The reactants are C1(=CC=CC=C1)C(=NC1=CC(=CC=C1)C=1N(N=C2C(=CC=CC12)C(F)(F)F)CC1=C(C=C(C=C1F)F)F)C1=CC=CC=C1 (N-(diphenylmethylene)-N-{3-[2-(2,4,6-trifluorobenzyl)-7-(trifluoromethyl)-2H-indazol-3-yl]phenyl}amine), C(C)(=O)[O-].[Na+] (sodium acetate), Cl.NO (hydroxylamine hydrochloride). Solvent: CO (methanol). Run at time 2 hour. Yields the product FC1=C(CN2N=C3C(=CC=CC3=C2C=2C=C(C=CC2)N)C(F)(F)F)C(=CC(=C1)F)F ({3-[2-(2,4,6-TRIFLUOROBENZYL)-7-(TRIFLUOROMETHYL)-2H-INDAZOL-3-YL]PHENYL}AMINE). Yield: 50.7%. As a reaction SMILES: C1(C(C2C=CC=CC=2)=[N:8][C:9]2[CH:14]=[CH:13][CH:12]=[C:11]([C:15]3[N:16]([CH2:28][C:29]4[C:34]([F:35])=[CH:33][C:32]([F:36])=[CH:31][C:30]=4[F:37])[N:17]=[C:18]4[C:23]=3[CH:22]=[CH:21][CH:20]=[C:19]4[C:24]([F:27])([F:26])[F:25])[CH:10]=2)C=CC=CC=1.C([O-])(=O)C.[Na+].Cl.NO>CO>[F:35][C:34]1[CH:33]=[C:32]([F:36])[CH:31]=[C:30]([F:37])[C:29]=1[CH2:28][N:16]1[C:15]([C:11]2[CH:10]=[C:9]([NH2:8])[CH:14]=[CH:13][CH:12]=2)=[C:23]2[C:18]([C:19]([C:24]([F:25])([F:26])[F:27])=[CH:20][CH:21]=[CH:22]2)=[N:17]1 |f:1.2,3.4|. Reported procedure: Then a solution of N-(diphenylmethylene)-N-{3-[2-(2,4,6-trifluorobenzyl)-7-(trifluoromethyl)-2H-indazol-3-yl]phenyl}amine (0.77 g, 1.31 mmol) in methanol (10 mL) was treated with sodium acetate (0.25 g, 3 mmol) and hydroxylamine hydrochloride (0.15 g, 2.2 mmol), and stirred at room temperature for 2 hours. The methanol was evaporated and the residue slurried in ether, the inorganic solid filtered off, and the ether stripped to afford crude product, which was purified by flash chromatography (sil...